Dataset: the Open Reaction Database (ORD), a public repository of structured organic reaction records. Task: describe an organic reaction: reactants, conditions, products, and yield Starting materials: ClC=1C=C(COC(=O)C=2C(C(=C(NC2C)C)C(=O)OC)C2=CC(=CC=C2)[N+](=O)[O-])C=CC1Cl (2,6-dimethyl-3-methoxycarbonyl-4-(3'-nitrophenyl)-1,4-dihydropyridine-5-carboxylic acid 3,4-dichlorobenzyl ester). The solvent is C(C)O (ethanol), C(C)O (ethanol). The product is 3'-nitrobenzylideneacetoacetic acid methyl ester, ClC=1C=C(COC(\C=C(\C)/N)=O)C=CC1Cl (β-aminocrotonic acid 3,4-dichlorobenzyl ester). Yield: 75.0%. RXN SMILES: [Cl:1][C:2]1[CH:3]=[C:4]([CH:30]=[CH:31][C:32]=1[Cl:33])[CH2:5][O:6][C:7]([C:9]1C(C2C=CC=C([N+]([O-])=O)C=2)C(C(OC)=O)=C(C)[NH:13][C:14]=1[CH3:15])=[O:8]>C(O)C>[Cl:1][C:2]1[CH:3]=[C:4]([CH:30]=[CH:31][C:32]=1[Cl:33])[CH2:5][O:6][C:7](=[O:8])/[CH:9]=[C:14](\[NH2:13])/[CH3:15]. Procedure: Analogously to Example 1 heating a solution of 75 mmols of 3'-nitrobenzylideneacetoacetic acid methyl ester and 75 mmols of β-aminocrotonic acid 3,4-dichlorobenzyl ester in 120 ml of ethanol gave 2,6-dimethyl-3-methoxycarbonyl-4-(3'-nitrophenyl)-1,4-dihydropyridine-5-carboxylic acid 3,4-dichlorobenzyl ester of melting point 149° C (from ethanol). The reactants are ClC1=C(SC=C1C)C(=O)NNC(=O)NCC(C)C (2-[(3-chloro-4-methyl-2-thienyl)carbonyl]-N-isobutylhydrazinecarboxamide). The solvent is [OH-].[Na+] (sodium hydroxide). Run at time 8 hour. Yields the product ClC1=C(SC=C1C)C=1N(C(NN1)=O)CC(C)C (5-(3-chloro-4-methyl-2-thienyl)-4-isobutyl-2,4-dihydro-3H-1,2,4-triazol-3-one). RXN SMILES: [Cl:1][C:2]1[C:6]([CH3:7])=[CH:5][S:4][C:3]=1[C:8]([NH:10][NH:11][C:12]([NH:14][CH2:15][CH:16]([CH3:18])[CH3:17])=[O:13])=O>[OH-].[Na+]>[Cl:1][C:2]1[C:6]([CH3:7])=[CH:5][S:4][C:3]=1[C:8]1[N:14]([CH2:15][CH:16]([CH3:18])[CH3:17])[C:12](=[O:13])[NH:11][N:10]=1 |f:1.2|. Procedure details: A suspension of 1.28 g (4.42 mmol) of 2-[(3-chloro-4-methyl-2-thienyl)carbonyl]-N-isobutyl-hydrazinecarboxamide from Example 246A in 12 ml 3 N aqueous sodium hydroxide is first heated overnight under reflux. After cooling, it is filtered. The filtrate contains impure product, while the solid filtered off mainly corresponds to the educt. This solid is taken up again in ca. 15 ml of 3 N ethanolic aqueous sodium hydroxide and again heated overnight under reflux. After neutralization with 1 N hydroc... The reactants are NaBH3(CN), ClC1=CC(=C(CNC(=O)C2CCNCC2)C=C1Cl)OC (N-(4,5-dichloro-2-methoxybenzyl)piperidine-4-carboxamide), O=C1CN(C1)C(=O)OC(C)(C)C (tert-butyl 3-oxoazetidine-1-carboxylate), CC(=O)O (AcOH). The solvent is CO (MeOH). Product: ClC1=CC(=C(CNC(=O)C2CCN(CC2)C2CN(C2)C(=O)OC(C)(C)C)C=C1Cl)OC (tert-butyl 3-(4-(4,5-Dichloro-2-methoxybenzylcarbamoyl)piperidin-1-yl)azetidine-1-carboxylate). The yield is 19.6%. RXN SMILES: [Cl:1][C:2]1[C:17]([Cl:18])=[CH:16][C:5]([CH2:6][NH:7][C:8]([CH:10]2[CH2:15][CH2:14][NH:13][CH2:12][CH2:11]2)=[O:9])=[C:4]([O:19][CH3:20])[CH:3]=1.O=[C:22]1[CH2:25][N:24]([C:26]([O:28][C:29]([CH3:32])([CH3:31])[CH3:30])=[O:27])[CH2:23]1.CC(O)=O>CO>[Cl:1][C:2]1[C:17]([Cl:18])=[CH:16][C:5]([CH2:6][NH:7][C:8]([CH:10]2[CH2:11][CH2:12][N:13]([CH:22]3[CH2:23][N:24]([C:26]([O:28][C:29]([CH3:32])([CH3:31])[CH3:30])=[O:27])[CH2:25]3)[CH2:14][CH2:15]2)=[O:9])=[C:4]([O:19][CH3:20])[CH:3]=1. Reported procedure: A mixture of N-(4,5-dichloro-2-methoxybenzyl)piperidine-4-carboxamide (750 mg, 2.37 mmol), tert-butyl 3-oxoazetidine-1-carboxylate (607 mg, 3.55 mmol), AcOH (1 mL) and MeOH (5 mL) was stirred at reflux for 2 h. To this mixture, NaBH3(CN) (0.74 g, 11.85 mmol) was added and the resulting mixture was stirred at 60° C. for 16 h. The mixture was allowed to cool to room temperature and partitioned between NH4Cl aqueous solution and ethyl acetate. The organic layer was washed with water and brine, drie... The product is C1C(C=CC=2OCOC3=C(CC21)C=CC=C3)=O (12H-dibenzo[d,g][1,3]dioxocin-2-one). Reaction SMILES: Cl.[CH:2]1[C:13]2[C:12](=CCCN3CCCC(C(O)=O)C3)[C:11]3[CH:26]=[CH:27][CH:28]=[CH:29][C:10]=3[O:9][CH2:8][O:7][C:6]=2[CH:5]=[CH:4][CH:3]=1.ICI.C(=O)([O-])[O-:34].[K+].[K+]>CN(C)C=O>[CH2:2]1[C:13]2[CH2:12][C:11]3[CH:26]=[CH:27][CH:28]=[CH:29][C:10]=3[O:9][CH2:8][O:7][C:6]=2[CH:5]=[CH:4][C:3]1=[O:34] |f:0.1,3.4.5|. Solvent: CN(C=O)C (dimethylformamide). Yield: 89.1%. Procedure details: 1-(3-(12H-Dibenzo[d,g][1,3]dioxocin-12-ylidene)-1-propyl)-3-piperidinecarboxylic acid hydrochloride ##STR4## 2,2'-Dihydroxybenzophenone (10.0 g, 46.7 mmol) and diiodomethane (13.1 g, 49 mmol) was dissolved in dry dimethylformamide (180 ml). Dried, finely powdered potassium carbonate (9.2 g, 66.7 mmol) was added, and the mixture was heated at 105 ° C. for 16 h. After cooling to room temperature the reaction mixture was poured into ice water (500 ml). The precipitate was collected by filtration af... Reaction conditions: temperature 105 celsius. Starting materials: ice water, Cl.C1=CC=CC=2OCOC3=C(C(C21)=CCCN2CC(CCC2)C(=O)O)C=CC=C3 (1-(3-(12H-Dibenzo[d,g][1,3]dioxocin-12-ylidene)-1-propyl)-3-piperidinecarboxylic acid hydrochloride), ICI (diiodomethane), C([O-])([O-])=O.[K+].[K+] (potassium carbonate). The reactants are ice, CC1=CC(=CC(=N1)C1=NC(=CC=C1)C=1C=C(C=CC1)S(=O)(=O)O)C1=CC=C(C=C1)C(F)(F)F (3-[6′-methyl-4′-(4-trifluoromethyl-phenyl)-[2,2′]bipyridinyl-6-yl]-benzenesulfonic acid), S(=O)(Cl)Cl (thionyl chloride), O=S(Cl)Cl (SOCl2), C(=O)(O)[O-].[Na+] (NaHCO3). Run in CCOC(=O)C (EtOAc), CN(C)C=O (DMF). Conditions: temperature 23 celsius, time 2 hour. Product: CC1=CC(=CC(=N1)C1=NC(=CC=C1)C=1C=C(C=CC1)S(=O)(=O)Cl)C1=CC=C(C=C1)C(F)(F)F (3-[6′-Methyl-4′-(4-trifluoromethyl-phenyl)-[2,2′]bipyridinyl-6-yl]-benzenesulfonyl chloride). Reaction SMILES: [CH3:1][C:2]1[N:7]=[C:6]([C:8]2[CH:13]=[CH:12][CH:11]=[C:10]([C:14]3[CH:15]=[C:16]([S:20](O)(=[O:22])=[O:21])[CH:17]=[CH:18][CH:19]=3)[N:9]=2)[CH:5]=[C:4]([C:24]2[CH:29]=[CH:28][C:27]([C:30]([F:33])([F:32])[F:31])=[CH:26][CH:25]=2)[CH:3]=1.S(Cl)([Cl:36])=O.C([O-])(O)=O.[Na+]>CN(C=O)C.CCOC(C)=O>[CH3:1][C:2]1[N:7]=[C:6]([C:8]2[CH:13]=[CH:12][CH:11]=[C:10]([C:14]3[CH:15]=[C:16]([S:20]([Cl:36])(=[O:22])=[O:21])[CH:17]=[CH:18][CH:19]=3)[N:9]=2)[CH:5]=[C:4]([C:24]2[CH:29]=[CH:28][C:27]([C:30]([F:33])([F:32])[F:31])=[CH:26][CH:25]=2)[CH:3]=1 |f:2.3|. Reported procedure: To a suspension of 3-[6′-methyl-4′-(4-trifluoromethyl-phenyl)-[2,2′]bipyridinyl-6-yl]-benzenesulfonic acid (example 345) (2.0 g, 4.25 mmol) in DMF (20 mL) at 23° C. was added thionyl chloride (1.54 mL, 21.25 mmol) and the mixture was stirred at 23° C. for 2 h, then added again SOCl2 (1.54 mL, 21.25 mmol) and the mixture was stirred at 23° C. for 1 h. Diluted with EtOAc, poured into ice cold half-sat. NaHCO3-sol., separated phases, washed organic layer with brine and dried over Na2SO4. Removal of... The reactants are [H][H] (hydrogen), Cl (HCl), COC1=C(C=C(C=C1)C=1C=NOC1C1=CC(=C(C(=C1)OC)OC)OC)[N+](=O)[O-] (4-(4-Methoxy-3-nitro-phenyl)-5-(3,4,5-trimethoxy-phenyl)-isoxazole), C1CCOC1 (THF). Solvent: CO (methanol), [Pd] (palladium), CO (Methanol). The product is Cl.COC1=C(C=C(C=C1)C=1C=NOC1C1=CC(=C(C(=C1)OC)OC)OC)N (2-Methoxy-5-[5-(3,4,5-trimethoxy-phenyl)-isoxazol-4-yl]-phenylamine hydrochloride). RXN SMILES: [H][H].[CH3:3][O:4][C:5]1[CH:10]=[CH:9][C:8]([C:11]2[CH:12]=[N:13][O:14][C:15]=2[C:16]2[CH:21]=[C:20]([O:22][CH3:23])[C:19]([O:24][CH3:25])=[C:18]([O:26][CH3:27])[CH:17]=2)=[CH:7][C:6]=1[N+:28]([O-])=O.C1COCC1.[ClH:36]>CO.[Pd]>[ClH:36].[CH3:3][O:4][C:5]1[CH:10]=[CH:9][C:8]([C:11]2[CH:12]=[N:13][O:14][C:15]=2[C:16]2[CH:17]=[C:18]([O:26][CH3:27])[C:19]([O:24][CH3:25])=[C:20]([O:22][CH3:23])[CH:21]=2)=[CH:7][C:6]=1[NH2:28] |f:6.7|. Reported procedure: A 200-mL round-bottom flask equipped with T-bore stopcock connected to a balloon with hydrogen was charged with 4 (4.44 g, 11.5 mmol) and THF (40 mL), and a mixture was stirred to dissolve a substrate. Methanol (22 mL), solution of HCl in methanol (1M, 22 mL) and palladium, 10 wt % on activated carbon (532 mg, 12 wt %) were added to the flask, the system was evacuated and stirred under atmosphere of hydrogen for 2 hours. TLC indicated completion of reaction (Hexane/EtOAc, 2:1, developed two time...